This data is from the Open Reaction Database (ORD), a public repository of structured organic reaction records. The task is: describe an organic reaction: reactants, conditions, products, and yield The reactants are [BH4-], CO, O=Cc1ccc(Cl)nn1, [Na+]. Product: OCc1ccc(Cl)nn1. RXN SMILES: [BH4-:10].[CH3:12][OH:13].[Cl:1][c:2]1[cH:3][cH:4][c:5]([CH:8]=[O:9])[n:6][n:7]1.[Na+:11]>>[Cl:1][c:2]1[cH:3][cH:4][c:5]([CH2:8][OH:9])[n:6][n:7]1. Reactants: NC1=C(C=C(C=C1Br)C(/C=C/C(=O)O)=O)Br (trans-4-(4-amino-3,5-dibromophenyl)-4-oxobutenoic acid), C[Si](Cl)(C)C (trimethylchlorosilane). Solvent: CO (methanol). Run at time 3 day. Yields the product NC1=C(C=C(C=C1Br)C(/C=C/C(=O)OC)=O)Br (methyl trans-4-(4-amino-3,5-dibromophenyl)-4-oxobutenoate). Reaction SMILES: [NH2:1][C:2]1[C:7]([Br:8])=[CH:6][C:5]([C:9](=[O:15])/[CH:10]=[CH:11]/[C:12]([OH:14])=[O:13])=[CH:4][C:3]=1[Br:16].[CH3:17][Si](C)(C)Cl>CO>[NH2:1][C:2]1[C:3]([Br:16])=[CH:4][C:5]([C:9](=[O:15])/[CH:10]=[CH:11]/[C:12]([O:14][CH3:17])=[O:13])=[CH:6][C:7]=1[Br:8]. Procedure: A mixture of 5.6 g (0.016 mol) of trans-4-(4-amino-3,5-dibromophenyl)-4-oxobutenoic acid, 50 mL of anhydrous methanol, and 4.0 g (0.0368 mol) of trimethylchlorosilane was stirred for 3 days at ambient temperature. The solvent was removed in vacuo, the residue was divided between ethyl acetate and 10% sodium hydrogen carbonate solution. The organic phase was dried over sodium sulfate, evaporated down once more in vacuo, and yielded 5.8 g (100% of theoretical) of a colorless oil which was used wit... Run in Example 1 ( b ). Procedure: 3-[6-(5-Nitropyridin-2-yloxy)chroman-2-yl]phenol was prepared as described for 5-nitro-2-(2-phenylchroman-6-yloxy)pyridine in Example 1 (b) starting from 2-(3-hydroxyphenyl)chroman-6-ol. 1H NMR (400 MHz, d6-DMSO) δ: 9.44 (s, 1H), 9.04 (d, 1H, J 2.8 Hz), 8.60 (dd, 1H, J 2.8, 9.1 Hz), 7.21-7.16 (m, 2H), 7.00-6.94 (m, 2H), 6.91-6.84 (m, 3H), 6.73-6.70 (m, 1H), 5.06 (dd, 1H, J 2.1, 9.9 Hz), 2.99-2.92 (m, 1H), 2.75-2.69 (m, 1H), 2.17-2.01 (m, 1H), 2.00-1.93 (m, 1H). The reactants are [N+](=O)([O-])C=1C=CC(=NC1)OC=1C=C2CCC(OC2=CC1)C1=CC=CC=C1 (5-nitro-2-(2-phenylchroman-6-yloxy)pyridine), OC=1C=C(C=CC1)C1OC2=CC=C(C=C2CC1)O (2-(3-hydroxyphenyl)chroman-6-ol). Yields the product [N+](=O)([O-])C=1C=CC(=NC1)OC=1C=C2CCC(OC2=CC1)C=1C=C(C=CC1)O (3-[6-(5-Nitropyridin-2-yloxy)chroman-2-yl]phenol). Reaction SMILES: [N+:1]([C:4]1[CH:5]=[CH:6][C:7]([O:10][C:11]2[CH:12]=[C:13]3[C:18](=[CH:19][CH:20]=2)[O:17][CH:16]([C:21]2[CH:26]=[CH:25][CH:24]=[CH:23][CH:22]=2)[CH2:15][CH2:14]3)=[N:8][CH:9]=1)([O-:3])=[O:2].[OH:27]C1C=C(C2CCC3C(=CC=C(O)C=3)O2)C=CC=1>>[N+:1]([C:4]1[CH:5]=[CH:6][C:7]([O:10][C:11]2[CH:12]=[C:13]3[C:18](=[CH:19][CH:20]=2)[O:17][CH:16]([C:21]2[CH:22]=[C:23]([OH:27])[CH:24]=[CH:25][CH:26]=2)[CH2:15][CH2:14]3)=[N:8][CH:9]=1)([O-:3])=[O:2]. The reactants are [N+](=O)([O-])C=1C=C(C=CC1)N1CC2(COC2)C1 (6-(3-nitrophenyl)-2-oxa-6-azaspiro[3.3]heptane), [H][H] (hydrogen). Reagents/catalysts: [Pd] (Pd/C). Solvent: CCO (EtOH). Product: C1OCC12CN(C2)C=2C=C(N)C=CC2 (3-(2-oxa-6-azaspiro[3.3]heptan-6-yl)aniline). Yield: 89.1%. As a reaction SMILES: [N+:1]([C:4]1[CH:5]=[C:6]([N:10]2[CH2:16][C:12]3([CH2:15][O:14][CH2:13]3)[CH2:11]2)[CH:7]=[CH:8][CH:9]=1)([O-])=O.[H][H]>CCO.[Pd]>[CH2:13]1[C:12]2([CH2:11][N:10]([C:6]3[CH:5]=[C:4]([CH:9]=[CH:8][CH:7]=3)[NH2:1])[CH2:16]2)[CH2:15][O:14]1. Procedure: To a solution of 6-(3-nitrophenyl)-2-oxa-6-azaspiro[3.3]heptane (130 mg, 0.59 mmol) in 5 mL of EtOH was added 10% Pd/C (20 mg), the mixture was stirred for 15 hours at room temperature in a hydrogen atmosphere. Insoluble matters were removed and the filtrate was concentrated in vacuo to give 3-(2-oxa-6-azaspiro[3.3]heptan-6-yl)aniline (100 mg, 98%). LC-MS: 191 [M+H]+, tR=0.99 min. Reactants: CC(=O)O[BH-](OC(C)=O)OC(C)=O, CC(=O)O, CC(C)=O, ClCCCl, Nc1ccc2[nH]ncc2c1, [Na+]. The product is CC(C)Nc1ccc2[nH]ncc2c1. As a reaction SMILES: [C:5]([O:6][BH-:7]([O:8][C:9](=[O:10])[CH3:11])[O:12][C:13](=[O:14])[CH3:15])(=[O:16])[CH3:17].[CH3:19][C:20](=[O:21])[OH:22].[CH3:1][C:2]([CH3:3])=[O:4].[Cl:33][CH2:34][CH2:35][Cl:36].[NH2:23][c:24]1[cH:25][c:26]2[cH:27][n:28][nH:29][c:30]2[cH:31][cH:32]1.[Na+:18]>>[CH3:1][CH:2]([CH3:3])[NH:23][c:24]1[cH:25][c:26]2[cH:27][n:28][nH:29][c:30]2[cH:31][cH:32]1. Reactants: ClC(Cl)Cl, O=[N+]([O-])c1ccc2[nH]c(CO)cc2c1. The product is O=Cc1cc2cc([N+](=O)[O-])ccc2[nH]1. As a reaction SMILES: [CH:15]([Cl:16])([Cl:17])[Cl:18].[N+:1](=[O:2])([O-:3])[c:4]1[cH:5][c:6]2[cH:7][c:8]([CH2:13][OH:14])[nH:9][c:10]2[cH:11][cH:12]1>>[N+:1](=[O:2])([O-:3])[c:4]1[cH:5][c:6]2[cH:7][c:8]([CH:13]=[O:14])[nH:9][c:10]2[cH:11][cH:12]1.